This data is from the Open Reaction Database (ORD), a public repository of structured organic reaction records. The task is: describe an organic reaction: reactants, conditions, products, and yield The reactants are O=C(O)C1Cc2ccccc2C1, NCc1cccc2ccccc12. The reagents and catalysts are C1CCC(CC1)N=C=NC2CCCCC2 (DCC), CCN(C(C)C)C(C)C (DIPEA), C1(=C(C(=C(C(=C1F)F)F)F)F)O (Pentafluorophenol). Run in CN(C)C=O (DMF), CN(C)C=O (DMF), CN(C)C=O (DMF), CN(C)C=O (DMF), CN(C)C=O (DMF), CN(C)C=O (DMF). Run at temperature 25 celsius, time 2 hour. The product is O=C(NCc1cccc2ccccc12)C1Cc2ccccc2C1. The yield is 47.5%. Reaction SMILES: NCc1cccc2ccccc12.O=C(O)C1Cc2ccccc2C1.C1CCC(CC1)N=C=NC2CCCCC2.C1(=C(C(=C(C(=C1F)F)F)F)F)O.CCN(C(C)C)C(C)C.CN(C)C=O>>O=C(NCc1cccc2ccccc12)C1Cc2ccccc2C1. Starting materials: CO, Cc1nn(-c2cncs2)c(-c2ccc(Cl)cc2)c1C(C)C(=O)[O-], [Na+], [OH-]. Yields the product Cc1nn(-c2cncs2)c(-c2ccc(Cl)cc2)c1CC(=O)O. RXN SMILES: [CH3:26][OH:27].[CH3:3][CH:4]([C:5](=[O:6])[O-:7])[c:8]1[c:9]([CH3:25])[n:10][n:11](-[c:20]2[cH:21][n:22][cH:23][s:24]2)[c:12]1-[c:13]1[cH:14][cH:15][c:16]([Cl:19])[cH:17][cH:18]1.[Na+:2].[OH-:1]>>[CH2:4]([C:5](=[O:6])[OH:7])[c:8]1[c:9]([CH3:25])[n:10][n:11](-[c:20]2[cH:21][n:22][cH:23][s:24]2)[c:12]1-[c:13]1[cH:14][cH:15][c:16]([Cl:19])[cH:17][cH:18]1.